Dataset: the Open Reaction Database (ORD), a public repository of structured organic reaction records. Task: describe an organic reaction: reactants, conditions, products, and yield Starting materials: [Br-], CC(C)(C)OC(=O)N1CCN(C(C#N)CC2CCCCC2)CC1, C1CCOC1, [Mg+]CC1CCCCC1. Product: CC(C)(C)OC(=O)N1CCN(C(CC2CCCCC2)CC2CCCCC2)CC1. Reaction SMILES: [Br-:24].[C:1]([CH3:2])([CH3:3])([CH3:4])[O:5][C:6](=[O:7])[N:8]1[CH2:9][CH2:10][N:11]([CH:14]([CH2:15][CH:16]2[CH2:17][CH2:18][CH2:19][CH2:20][CH2:21]2)[C:22]#[N:23])[CH2:12][CH2:13]1.[CH2:33]1[O:34][CH2:35][CH2:36][CH2:37]1.[CH:25]1([CH2:31][Mg+:32])[CH2:26][CH2:27][CH2:28][CH2:29][CH2:30]1>>[C:1]([CH3:2])([CH3:3])([CH3:4])[O:5][C:6](=[O:7])[N:8]1[CH2:9][CH2:10][N:11]([CH:14]([CH2:15][CH:16]2[CH2:17][CH2:18][CH2:19][CH2:20][CH2:21]2)[CH2:22][CH:25]2[CH2:26][CH2:27][CH2:28][CH2:29][CH2:30]2)[CH2:12][CH2:13]1. Starting materials: C(C1=CC=CC=C1)OC=1C=C(C=NC1NC=1SC=C(N1)C)SCCC(=O)OC (Methyl 3-(5-(benzyloxy)-6-(4-methylthiazol-2-ylamino)pyridin-3-ylthio)propanoate), CC(C)(C)[O-].[K+] (KOtBu), ClC1=CC=C(C=C1)CCl (1-chloro-4-(chloromethyl)benzene), Cl (HCl). The product is Cl.ClC1=CC=C(CSC=2C=C(C(=NC2)NC=2SC=C(N2)C)OCC2=CC=CC=C2)C=C1 (5-(4-chlorobenzylthio)-3-(benzyloxy)-N-(4-methylthiazol-2-yl)pyridin-2-amine hydrochloride). The yield is 137.2%. Reaction SMILES: [CH2:1]([O:8][C:9]1[CH:10]=[C:11]([S:22][CH2:23][CH2:24][C:25](OC)=O)[CH:12]=[N:13][C:14]=1[NH:15][C:16]1[S:17][CH:18]=[C:19]([CH3:21])[N:20]=1)[C:2]1[CH:7]=[CH:6][CH:5]=[CH:4][CH:3]=1.CC([O-])(C)C.[K+].[Cl:35][C:36]1[CH:41]=CC(CCl)=[CH:38][CH:37]=1.Cl>>[ClH:35].[Cl:35][C:36]1[CH:41]=[CH:25][C:24]([CH2:23][S:22][C:11]2[CH:10]=[C:9]([O:8][CH2:1][C:2]3[CH:7]=[CH:6][CH:5]=[CH:4][CH:3]=3)[C:14]([NH:15][C:16]3[S:17][CH:18]=[C:19]([CH3:21])[N:20]=3)=[N:13][CH:12]=2)=[CH:38][CH:37]=1 |f:1.2,5.6|. Procedure details: Methyl 3-(5-(benzyloxy)-6-(4-methylthiazol-2-ylamino)pyridin-3-ylthio)propanoate (prepared according to Example 42; 70 mg, 0.17 mmol), KOtBu (0.59 mL, 0.59 mmol) and 1-chloro-4-(chloromethyl)benzene (27 mg, 0.17 mmol) were reacted according to the method of Example 43 to afford 5-(4-chlorobenzylthio)-3-(benzyloxy)-N-(4-methylthiazol-2-yl)pyridin-2-amine hydrochloride (57.2 mg, 69.2% yield) as a white solid after HCl salt formation. 1H NMR (d6-DMSO) δ 10.85 (bs, 1H), 7.79 (d, 1H), 7.57 (m, 2H), 7... Reactants: CCCCCC (hexane), Cl (hydrochloric acid), ClC1=CC=CC=2[C@]3([C@@H](ON(C21)C)N[C@@H](C3)C(=O)O[C@H]3[C@@H](C(=C[C@H]2[C@@H](CC[C@H]([C@]32O)C)C(=C)C)C)OC(C)=O)O ((1S,2R,4aS,5R,8R,8aR)-2-(acetyloxy)-8a-hydroxy-3,8-dimethyl-5-(1-methylethenyl)-1,2,4a,5,6,7,8,8a-octahydronaphthalen-1-yl (2S,3aR,9bR)-6-chloro-9b-hydroxy-5-methyl-1,2,3,3a,5,9b-hexahydropyrrolo[2,3-c][2,1]benzoxazine-2-carboxylate). Yields the product ClC1=CC=CC=2[C@]3([C@@H](ON(C21)C)N[C@@H](C3)C(=O)O[C@H]3[C@@H](C(=C[C@H]2[C@@H](CC[C@H]([C@]32O)C)C(=C)C)C)O)O ((1S,2R,4aS,5R,8R,8aR)-2,8a-dihydroxy-3,8-dimethyl-5-(1-methylethenyl)-1,2,4a,5,6,7,8,8a-octahydronaphthalen-1-yl (2S,3aR,9bR)-6-chloro-9b -hydroxy-5-methyl-1,2,3,3a,5,9b-hexahydropyrrolo[2,3-c][2,1]benzoxazine-2-carboxylate). Run in CO (methanol), ClCCl (dichloromethane), CO (methanol), ClCCl (dichloromethane). Run at time 1 hour. Procedure details: To a stirred suspension of (1S,2R,4aS,5R,8R,8aR)-2-(acetyloxy)-8a-hydroxy-3,8-dimethyl-5-(1-methylethenyl)-1,2,4a,5,6,7,8,8a-octahydronaphthalen-1-yl (2S,3aR,9bR)-6-chloro-9b-hydroxy-5-methyl-1,2,3,3a,5,9b-hexahydropyrrolo[2,3-c][2,1]benzoxazine-2-carboxylate, (Preparation 1, 1 g) in methanol (25 ml) was added a solution of concentrated hydrochloric acid (2 ml) in methanol (25 ml). After 5 days the reaction mixture was diluted with dichloromethane (150 ml), washed with water (3×100 ml), filtered... Reaction SMILES: [Cl:1][C:2]1[C:11]2[N:10]([CH3:12])[O:9][C@H:8]3[NH:13][C@H:14]([C:16]([O:18][C@@H:19]4[C@:28]5([OH:29])[C@H:23]([C@H:24]([C:31]([CH3:33])=[CH2:32])[CH2:25][CH2:26][C@H:27]5[CH3:30])[CH:22]=[C:21]([CH3:34])[C@H:20]4[O:35]C(=O)C)=[O:17])[CH2:15][C@@:7]3([OH:39])[C:6]=2[CH:5]=[CH:4][CH:3]=1.Cl.CCCCCC>CO.ClCCl>[Cl:1][C:2]1[C:11]2[N:10]([CH3:12])[O:9][C@H:8]3[NH:13][C@H:14]([C:16]([O:18][C@@H:19]4[C@:28]5([OH:29])[C@H:23]([C@H:24]([C:31]([CH3:33])=[CH2:32])[CH2:25][CH2:26][C@H:27]5[CH3:30])[CH:22]=[C:21]([CH3:34])[C@H:20]4[OH:35])=[O:17])[CH2:15][C@@:7]3([OH:39])[C:6]=2[CH:5]=[CH:4][CH:3]=1. Reactants: C1CCOC1, [Cl-], Cn1ncc(Cl)c1C(=O)O, Nc1cccc(C(=O)c2ccc3c(c2)NC(=O)C3)c1, O=S(Cl)Cl. The product is Cn1ncc(Cl)c1C(=O)Nc1cccc(C(=O)c2ccc3c(c2)NC(=O)C3)c1. Reaction SMILES: [CH2:35]1[O:36][CH2:37][CH2:38][CH2:39]1.[Cl-:34].[Cl:1][c:2]1[c:3]([C:8](=[O:9])[OH:10])[n:4]([CH3:7])[n:5][cH:6]1.[NH2:15][c:16]1[cH:17][c:18]([C:19](=[O:20])[c:21]2[cH:22][cH:23][c:24]3[c:28]([cH:29]2)[NH:27][C:26](=[O:30])[CH2:25]3)[cH:31][cH:32][cH:33]1.[S:11]([Cl:12])([Cl:13])=[O:14]>>[Cl:1][c:2]1[c:3]([C:8](=[O:10])[NH:15][c:16]2[cH:17][c:18]([C:19](=[O:20])[c:21]3[cH:22][cH:23][c:24]4[c:28]([cH:29]3)[NH:27][C:26](=[O:30])[CH2:25]4)[cH:31][cH:32][cH:33]2)[n:4]([CH3:7])[n:5][cH:6]1.